Dataset: the Open Reaction Database (ORD), a public repository of structured organic reaction records. Task: describe an organic reaction: reactants, conditions, products, and yield The reactants are C(C)C(CC=1C=C(SC1)C=O)CCCC (4-(2-ethylhexyl)-2-thiophenecarboxaldehyde), Cl.NO (hydroxylamine hydrochloride salt), O (water). Reagents/catalysts: C(C)(=O)[O-].[K+] (potassium acetate). Solvent: C(C)(=O)OC(C)=O (acetic anhydride), N1=CC=CC=C1.C(C)O (pyridine ethanol). Conditions: temperature 85 celsius. Yields the product C(C)C(CC=1C=C(SC1)C#N)CCCC (4-(2-Ethylhexyl)-2-thiophenecarbonitrile). Isolated yield 91.4%. As a reaction SMILES: [CH2:1]([CH:3]([CH2:12][CH2:13][CH2:14][CH3:15])[CH2:4][C:5]1[CH:6]=[C:7]([CH:10]=O)[S:8][CH:9]=1)[CH3:2].Cl.[NH2:17]O.O>N1C=CC=CC=1.C(O)C.C(OC(=O)C)(=O)C.C([O-])(=O)C.[K+]>[CH2:1]([CH:3]([CH2:12][CH2:13][CH2:14][CH3:15])[CH2:4][C:5]1[CH:6]=[C:7]([C:10]#[N:17])[S:8][CH:9]=1)[CH3:2] |f:1.2,4.5,7.8|. Procedure details: A mixture of 4-(2-ethylhexyl)-2-thiophenecarboxaldehyde (17.3 g, 77.1 mmol) and hydroxylamine hydrochloride salt (8.04 g, 116 mmol) in pyridine/ethanol (40 mL, 1/1, v/v) was refluxed at 85° C. for overnight. After cooling down to room temperature, the solution was rotary evaporated to remove most of the solvent. In a separatory funnel, the residue was taken up with chloroform (100 mL) and washed with distilled water (2×75 mL). After drying over anhydrous magnesium sulfate, the solvent was remove... The reactants are C([O-])(O)=O.[Na+] (sodium bicarbonate), ClC1=CC(=C(C=C1)NC1=NC(=NC2=CC(=C(C=C12)OC)OC)N1CCC(CC1)NC)F (N-(4-chloro-2-fluorophenyl)-6,7-dimethoxy-2-[4-(methylamino)piperidin-1-yl]quinazoline-4-amine), C(C)(C)(C)OC(=O)N1[C@H](C(=O)O)CCC1 (1-(tert-butoxycarbonyl)-L-proline), C=1C=CC2=C(C1)N=NN2O (HOBt), CCN=C=NCCCN(C)C.Cl (EDCI hydrochloride). Solvent: C(C)(=O)OCC (Ethyl acetate), CN(C)C=O (DMF). Conditions: time 24 hour. The product is ClC1=CC(=C(C=C1)NC1=NC(=NC2=CC(=C(C=C12)OC)OC)N1CCC(CC1)N(C([C@H]1NCCC1)=O)C)F (N-(1-{4-[(4-chloro-2-fluorophenyl)amino]-6,7-dimethoxyquinazolin-2-yl}piperidin-4-yl)-N-methyl-L-prolinamide). As a reaction SMILES: [Cl:1][C:2]1[CH:7]=[CH:6][C:5]([NH:8][C:9]2[C:18]3[C:13](=[CH:14][C:15]([O:21][CH3:22])=[C:16]([O:19][CH3:20])[CH:17]=3)[N:12]=[C:11]([N:23]3[CH2:28][CH2:27][CH:26]([NH:29][CH3:30])[CH2:25][CH2:24]3)[N:10]=2)=[C:4]([F:31])[CH:3]=1.C(OC([N:39]1[CH2:46][CH2:45][CH2:44][C@H:40]1[C:41]([OH:43])=O)=O)(C)(C)C.C1C=CC2N(O)N=NC=2C=1.CCN=C=NCCCN(C)C.Cl.C(=O)(O)[O-].[Na+]>C(OCC)(=O)C.CN(C=O)C>[Cl:1][C:2]1[CH:7]=[CH:6][C:5]([NH:8][C:9]2[C:18]3[C:13](=[CH:14][C:15]([O:21][CH3:22])=[C:16]([O:19][CH3:20])[CH:17]=3)[N:12]=[C:11]([N:23]3[CH2:24][CH2:25][CH:26]([N:29]([CH3:30])[C:41](=[O:43])[C@@H:40]4[CH2:44][CH2:45][CH2:46][NH:39]4)[CH2:27][CH2:28]3)[N:10]=2)=[C:4]([F:31])[CH:3]=1 |f:3.4,5.6|. Procedure details: N-(4-chloro-2-fluorophenyl)-6,7-dimethoxy-2-[4-(methylamino)piperidin-1-yl]quinazoline-4-amine (445 mg), 1-(tert-butoxycarbonyl)-L-proline (323 mg), HOBt (135 mg) and EDCI hydrochloride (290 mg) were added in that order to DMF (10 mL), followed by stirring at room temperature for 24 hours. Ethyl acetate and a saturated sodium bicarbonate aqueous solution were added to the reaction solution, and the organic layer was separated. Next, the organic layer was washed with saturated brine, dried over m... Starting materials: Compound J, ice water, O (water), cupric chloride, O=O (oxygen), O=C(CN1C(=O)N(C=2N=C(NC2C1=O)C12CC3CC2CC(C1)C3)CCC)C (1-(2-oxopropyl)-8-(3-tricyclo[3.3.1.03,7 ]nonyl)-3-propylxanthine). Reagents/catalysts: [Pd](Cl)Cl (palladium chloride). The solvent is CN(C=O)C (N,N-dimethylformamide), CN(C=O)C (N,N-dimethylformamide). The product is O=C(CN1C(=O)N(C=2N=C(NC2C1=O)C12CC3CC2CC(C1)C3)CCC)C (1-(2-oxopropyl)-8-(3-tricyclo[3.3.1.03,7 ]nonyl)-3-propylxanthine), O=CCCN1C(=O)N(C=2N=C(NC2C1=O)C12CC3CC2CC(C1)C3)CCC (1-(3-Oxopropyl)-8-(3-tricyclo[3.3.1.03,7 ]nonyl)-3-propylxanthine). Isolated yield 27.0%. RXN SMILES: [OH2:1].O=O.[O:4]=[C:5]([CH3:30])[CH2:6][N:7]1[C:16](=[O:17])[C:15]2[NH:14][C:13]([C:18]34[CH2:25][CH:24]5[CH2:26][CH:20]([CH2:21][CH:22]3[CH2:23]5)[CH2:19]4)=[N:12][C:11]=2[N:10]([CH2:27][CH2:28][CH3:29])[C:8]1=[O:9]>CN(C)C=O.[Pd](Cl)Cl>[O:4]=[C:5]([CH3:30])[CH2:6][N:7]1[C:16](=[O:17])[C:15]2[NH:14][C:13]([C:18]34[CH2:25][CH:24]5[CH2:26][CH:20]([CH2:21][CH:22]3[CH2:23]5)[CH2:19]4)=[N:12][C:11]=2[N:10]([CH2:27][CH2:28][CH3:29])[C:8]1=[O:9].[O:1]=[CH:30][CH2:5][CH2:6][N:7]1[C:16](=[O:17])[C:15]2[NH:14][C:13]([C:18]34[CH2:25][CH:24]5[CH2:26][CH:20]([CH2:21][CH:22]3[CH2:23]5)[CH2:19]4)=[N:12][C:11]=2[N:10]([CH2:27][CH2:28][CH3:29])[C:8]1=[O:9]. Procedure details: A solution of 35.0 mg (0.10 mmol) of Compound J obtained in Reference Example 4 in 3 ml of N,N-dimethylformamide was added dropwise to a mixture of 0.5 ml-N,N-dimethylformamide and 0.5 ml-water containing 3.6 mg (0.02 mmol) of palladium chloride and 2.7 mg (0.02 mmol) of cupric chloride. The reaction mixture was stirred at 50° C. for 2 hours in an oxygen atmosphere, poured into 20 ml of ice water, extracted three times with chloroform. The extracts were washed with water, and with a saturated aq... The reactants are C=O (formaldehyde), [H][H] (hydrogen), NCCNCCN (diethylenetriamine), C=O (formaldehyde), NCCNCCN (DETA), OC(CNCCNCCN)C (HPDETA), NCCNCCN (DETA), [H][H] (hydrogen), OC(CNCCNCCN)C (HPDETA), C1C(C)O1 (propylene oxide), C1C(C)O1 (propylene oxide), NCCNCCN (DETA), OC(CNCCNCCN)C (N-2-hydroxypropyldiethylenetriamine). The reagents and catalysts are polyurethane. The product is CN(C)CCN(C)CCN(C)C (N,N,N',N',N"-pentamethyldiethylenetriamine). RXN SMILES: NC[CH2:3][NH:4][CH2:5]CN.C1O[CH:9]1[CH3:10].OC(C)[CH2:14][NH:15][CH2:16][CH2:17][NH:18][CH2:19]CN.[CH2:23]=O.[H][H]>>[CH3:23][N:18]([CH2:17][CH2:16][N:15]([CH2:9][CH2:10][N:4]([CH3:5])[CH3:3])[CH3:14])[CH3:19]. Procedure: A one-pot reaction process for the coproduction of two polyurethane catalysts which comprises reacting excess diethylenetriamine (DETA) in a reaction vessel with propylene oxide in the presence of a hydrogenation catalyst under conditions and for a period of time to essentially completely react the propylene oxide to give a mixture of DETA and N-2-hydroxypropyldiethylenetriamine (HPDETA), adding formaldehyde and hydrogen to the reaction vessel, reacting the DETA and HPDETA with the formaldehyde ... Reactants: ClC1=NC(=C2N=CN(C2=N1)[C@H]1[C@@H]([C@@H]([C@H](C1)NC(CC)=O)O)O)NC(CC)CC (N-{(1S,2R,3S,4R)-4-[2-Chloro-6-(1-ethyl-propylamino)-purin-9-yl]-2,3-dihydroxy-cyclopentyl}-propionamide), C(C)(C)(C)OC(N(C(CC)=O)[C@@H]1C=C[C@@H](C1)N1C2=NC(=NC(=C2N=C1)Cl)Cl)=O ([(1S,4R)-4-(2,6-Dichloro-purin-9-yl)-cyclopent-2-enyl]-propionyl-carbamic acid tert-butyl ester), N[C@@H]1CC[C@H](CC1)N (trans-1,4-diaminocyclohexane). The product is NC1CCC(CC1)NC1=NC(=C2N=CN(C2=N1)[C@H]1[C@@H]([C@@H]([C@H](C1)NC(CC)=O)O)O)NC(CC)CC (N-{(1S,2R,3S,4R)-4-[2-(4-Amino-cyclohexylamino)-6-(1-ethyl-propylamino)-purin-9-yl]-2,3-dihydroxy-cyclopentyl}-propionamide). Reaction SMILES: Cl[C:2]1[N:10]=[C:9]2[C:5]([N:6]=[CH:7][N:8]2[C@@H:11]2[CH2:15][C@H:14]([NH:16][C:17](=[O:20])[CH2:18][CH3:19])[C@@H:13]([OH:21])[C@H:12]2[OH:22])=[C:4]([NH:23][CH:24]([CH2:27][CH3:28])[CH2:25][CH3:26])[N:3]=1.C(OC(=O)N([C@H]1C[C@@H](N2C=NC3C2=NC(Cl)=NC=3Cl)C=C1)C(=O)CC)(C)(C)C.[NH2:57][C@H:58]1[CH2:63][CH2:62][C@H:61]([NH2:64])[CH2:60][CH2:59]1>>[NH2:57][CH:58]1[CH2:63][CH2:62][CH:61]([NH:64][C:2]2[N:10]=[C:9]3[C:5]([N:6]=[CH:7][N:8]3[C@@H:11]3[CH2:15][C@H:14]([NH:16][C:17](=[O:20])[CH2:18][CH3:19])[C@@H:13]([OH:21])[C@H:12]3[OH:22])=[C:4]([NH:23][CH:24]([CH2:27][CH3:28])[CH2:25][CH3:26])[N:3]=2)[CH2:60][CH2:59]1. Procedure: N-{(1S,2R,3S,4R)-4-[2-Chloro-6-(1-ethyl-propylamino)-purin-9-yl]-2,3-dihydroxy-cyclopentyl}-propionamide (the compound of Example 14) is reacted with trans-1,4-diaminocyclohexane to give the title compound using a procedure analogous to that of Example 9. MS (ES+) m/e 489 (MH+). Starting materials: FC(C(=O)O)(F)F.BrC=1C(=C(C=CC1)C1C2(C(NC1C(=O)O)CC(C)(C)C)C(NC1=CC(=CC=C12)Cl)=O)F (rac-(2′S,3′R,4′S,5′R)-4′-(3-bromo-2-fluoro-phenyl)-6-chloro-2′-(2,2-dimethyl-propyl)-2-oxo-1,2-dihydro-spiro[indole-3,3′-pyrrolidine]-5′-carboxylic acid trifluoroacetic acid), NC1=C(C=C(C(=O)OC)C=C1)OC (methyl 4-amino-3-methoxybenzoate), C(C)(C)N(CC)C(C)C (diisopropylethylamine), C1(=CC=CC=C1)P(=O)(C1=CC=CC=C1)Cl (diphenylphosphinic chloride). Product: COC(C1=CC(=C(C=C1)NC(=O)[C@H]1[C@@H]([C@@]2([C@@H](N1)CC(C)(C)C)C(NC1=CC(=CC=C12)Cl)=O)C1=C(C(=CC=C1)Br)F)OC)=O (rac-4-{[(2′S,3′R,4′S,5′R)-4′-(3-bromo-2-fluoro-phenyl)-6-chloro-2′-(2,2-dimethyl-propyl)-2-oxo-1,2-dihydro-spiro[indole-3,3′-pyrrolidine]-5′-carbonyl]amino}-3-methoxy-benzoic acid methyl ester). The yield is 51.1%. Reaction SMILES: FC(F)(F)C(O)=O.[Br:8][C:9]1[C:10]([F:38])=[C:11]([CH:15]2[CH:19]([C:20](O)=[O:21])[NH:18][CH:17]([CH2:23][C:24]([CH3:27])([CH3:26])[CH3:25])[C:16]32[C:35]2[C:30](=[CH:31][C:32]([Cl:36])=[CH:33][CH:34]=2)[NH:29][C:28]3=[O:37])[CH:12]=[CH:13][CH:14]=1.C(N(C(C)C)CC)(C)C.C1(P(Cl)(C2C=CC=CC=2)=O)C=CC=CC=1.[NH2:63][C:64]1[CH:73]=[CH:72][C:67]([C:68]([O:70][CH3:71])=[O:69])=[CH:66][C:65]=1[O:74][CH3:75]>>[CH3:71][O:70][C:68](=[O:69])[C:67]1[CH:72]=[CH:73][C:64]([NH:63][C:20]([C@@H:19]2[NH:18][C@@H:17]([CH2:23][C:24]([CH3:26])([CH3:25])[CH3:27])[C@:16]3([C:35]4[C:30](=[CH:31][C:32]([Cl:36])=[CH:33][CH:34]=4)[NH:29][C:28]3=[O:37])[C@H:15]2[C:11]2[CH:12]=[CH:13][CH:14]=[C:9]([Br:8])[C:10]=2[F:38])=[O:21])=[C:65]([O:74][CH3:75])[CH:66]=1 |f:0.1|. Procedure details: In a manner similar to the method described in Example 5, rac-(2′S,3′R,4′S,5′R)-4′-(3-bromo-2-fluoro-phenyl)-6-chloro-2′-(2,2-dimethyl-propyl)-2-oxo-1,2-dihydro-spiro[indole-3,3′-pyrrolidine]-5′-carboxylic acid trifluoroacetic acid prepared in Example 97 (0.4 g, 0.64 mmol), was reacted with diisopropylethylamine (0.43 g, 3.3 mmol), diphenylphosphinic chloride (0.31 g, 1.3 mmol), then reacted with methyl 4-amino-3-methoxybenzoate (Ark Pharm) (0.18 g, 0.99 mmol) to give rac-4-{[(2′S,3′R,4′S,5′R)-4... The reactants are solution, COC(=O)C1=CC2=C(N(C(CO2)=O)C)C=C1 (4-methyl-3-oxo-3,4-dihydro-2H-benzo[1,4]oxazine-7-carboxylic acid methyl ester), Cl (HCl), C(C)(C)(C)[Mg]Cl (tert-butylmagnesium chloride), ClC1=C(C=CC(=C1)OC)CC(=O)O (2-chloro-4-methoxyphenylacetic acid). Solvent: C1CCOC1 (THF), O (water), C(C)OCC (diethyl ether), C1CCOC1 (THF). Reaction conditions: time 30 minute. Product: ClC1=C(C=CC(=C1)OC)CC(=O)C1=CC2=C(N(C(CO2)=O)C)C=C1 (7-[2-(2-Chloro-4-methoxy-phenyl)-acetyl]-4-methyl-4H-benzo[1,4]oxazin-3-one). As a reaction SMILES: C([Mg]Cl)(C)(C)C.[Cl:7][C:8]1[CH:13]=[C:12]([O:14][CH3:15])[CH:11]=[CH:10][C:9]=1[CH2:16][C:17]([OH:19])=O.COC([C:24]1[CH:35]=[CH:34][C:27]2[N:28]([CH3:33])[C:29](=[O:32])[CH2:30][O:31][C:26]=2[CH:25]=1)=O.Cl>C(OCC)C.C1COCC1.O>[Cl:7][C:8]1[CH:13]=[C:12]([O:14][CH3:15])[CH:11]=[CH:10][C:9]=1[CH2:16][C:17]([C:24]1[CH:35]=[CH:34][C:27]2[N:28]([CH3:33])[C:29](=[O:32])[CH2:30][O:31][C:26]=2[CH:25]=1)=[O:19]. Procedure details: A 1M solution of tert-butylmagnesium chloride (CAS Reg. No. 677-22-5) in diethyl ether (2.1 ml) was added to 2-chloro-4-methoxyphenylacetic acid (CAS 91367-09-8) (200 mg) in THF (5 ml). The mixture was stirred at room temperature for 30 min. A solution of 4-methyl-3-oxo-3,4-dihydro-2H-benzo[1,4]oxazine-7-carboxylic acid methyl ester (200 mg, CAS Reg. No. 201294-27-1) in THF (3 ml) was added and the resulting mixture was stirred overnight. Aqueous HCl (25%, 0.5 ml) and water (10 ml) were added an... Starting materials: [C-]#N, CS(C)=O, ClCc1ccc2c(c1)OCCO2, [Na+], O. RXN SMILES: [C-:13]#[N:14].[CH3:17][S:18]([CH3:19])=[O:20].[Cl:1][CH2:2][c:3]1[cH:4][c:5]2[c:6]([cH:11][cH:12]1)[O:7][CH2:8][CH2:9][O:10]2.[Na+:15].[OH2:16]>>[CH2:2]([c:3]1[cH:4][c:5]2[c:6]([cH:11][cH:12]1)[O:7][CH2:8][CH2:9][O:10]2)[C:13]#[N:14]. Yields the product N#CCc1ccc2c(c1)OCCO2.